This data is from the Open Reaction Database (ORD), a public repository of structured organic reaction records. The task is: describe an organic reaction: reactants, conditions, products, and yield Starting materials: CC(=O)O, CC(C)OC(=O)N=NC(=O)OC(C)C, C1CCOC1, O=C(Nc1ccc(C(=O)N2CC3CC(O)CN3c3ccccc32)cc1)c1ccccc1-c1ccccc1, c1ccc(P(c2ccccc2)c2ccccc2)cc1. The product is CC(=O)OC1CC2CN(C(=O)c3ccc(NC(=O)c4ccccc4-c4ccccc4)cc3)c3ccccc3N2C1. RXN SMILES: [CH3:38][C:39]([OH:40])=[O:41].[O:61]=[C:62]([O:63][CH:64]([CH3:65])[CH3:66])[N:67]=[N:68][C:69]([O:70][CH:71]([CH3:72])[CH3:73])=[O:74].[O:75]1[CH2:76][CH2:77][CH2:78][CH2:79]1.[OH:1][CH:2]1[CH2:3][CH:4]2[N:5]([c:6]3[cH:7][cH:8][cH:9][cH:10][c:11]3[N:12]([C:14]([c:15]3[cH:16][cH:17][c:18]([NH:21][C:22]([c:23]4[c:24](-[c:29]5[cH:30][cH:31][cH:32][cH:33][cH:34]5)[cH:25][cH:26][cH:27][cH:28]4)=[O:35])[cH:19][cH:20]3)=[O:36])[CH2:13]2)[CH2:37]1.[c:42]1([P:43]([c:44]2[cH:45][cH:46][cH:47][cH:48][cH:49]2)[c:50]2[cH:51][cH:52][cH:53][cH:54][cH:55]2)[cH:56][cH:57][cH:58][cH:59][cH:60]1>>[O:1]([CH:2]1[CH2:3][CH:4]2[N:5]([c:6]3[cH:7][cH:8][cH:9][cH:10][c:11]3[N:12]([C:14]([c:15]3[cH:16][cH:17][c:18]([NH:21][C:22]([c:23]4[c:24](-[c:29]5[cH:30][cH:31][cH:32][cH:33][cH:34]5)[cH:25][cH:26][cH:27][cH:28]4)=[O:35])[cH:19][cH:20]3)=[O:36])[CH2:13]2)[CH2:37]1)[C:39]([CH3:38])=[O:40]. The reactants are COC(C[C@H](C1=CC=C(C=C1)NC(CC1=CC(=C(C=C1)NC(=O)NC1=C(C=CC=C1)C)OC)=O)N)=O ((R)-3-amino-3-(4-{3-methoxy-4-[3-(2-methylphenyl)ureido]phenylacetylamino}-phenyl)-propanoic acid methyl ester), O1CCCC1 (tetrahydrofuran), S(=O)(=O)(C1=CC=CC=2C(N(C)C)=CC=CC12)Cl (dansyl chloride). The solvent is C(C)N(CC)CC (triethylamine). Run at time 4 hour. Product: COC(C[C@H](C1=CC=C(C=C1)NC(CC1=CC(=C(C=C1)NC(=O)NC1=C(C=CC=C1)C)OC)=O)NS(=O)(=O)C1=CC=CC2=C(C=CC=C12)N(C)C)=O ((R)-3-(5-Dimethylamino-1-naphthalenesulphonylamino)-3-(4-{3-methoxy-4-[3-(2-methylphenyl)ureido]phenylacetylamino}phenyl)-propanoic acid methyl ester). Yield: 80.4%. RXN SMILES: [CH3:1][O:2][C:3](=[O:36])[CH2:4][C@@H:5]([NH2:35])[C:6]1[CH:11]=[CH:10][C:9]([NH:12][C:13](=[O:34])[CH2:14][C:15]2[CH:20]=[CH:19][C:18]([NH:21][C:22]([NH:24][C:25]3[CH:30]=[CH:29][CH:28]=[CH:27][C:26]=3[CH3:31])=[O:23])=[C:17]([O:32][CH3:33])[CH:16]=2)=[CH:8][CH:7]=1.O1CCCC1.[S:42](Cl)([C:45]1[C:57]2[CH:56]=[CH:55][CH:54]=[C:50]([N:51]([CH3:53])[CH3:52])[C:49]=2[CH:48]=[CH:47][CH:46]=1)(=[O:44])=[O:43]>C(N(CC)CC)C>[CH3:1][O:2][C:3](=[O:36])[CH2:4][C@@H:5]([NH:35][S:42]([C:45]1[C:57]2[C:49](=[C:50]([N:51]([CH3:53])[CH3:52])[CH:54]=[CH:55][CH:56]=2)[CH:48]=[CH:47][CH:46]=1)(=[O:44])=[O:43])[C:6]1[CH:7]=[CH:8][C:9]([NH:12][C:13](=[O:34])[CH2:14][C:15]2[CH:20]=[CH:19][C:18]([NH:21][C:22]([NH:24][C:25]3[CH:30]=[CH:29][CH:28]=[CH:27][C:26]=3[CH3:31])=[O:23])=[C:17]([O:32][CH3:33])[CH:16]=2)=[CH:10][CH:11]=1. Procedure details: A mixture of (R)-3-amino-3-(4-{3-methoxy-4-[3-(2-methylphenyl)ureido]phenylacetylamino}-phenyl)-propanoic acid methyl ester (0.75 g, Reference Example 30), anhydrous tetrahydrofuran (25 ml), dansyl chloride (0.62 g) and triethylamine (1.0 ml) was placed under an atmosphere of argon and stirred at ambient temperature for 4 hours then heated to reflux for 2 hours. The reaction mixture was cooled then filtered. The filtrate was evaporated and the residue was subjected to flash chromatography on sil... The reactants are CCO, CCOC(=O)c1cnc2[nH]ccc2c1Cl, Cl, [Na+], [OH-]. The product is O=C(O)c1cnc2[nH]ccc2c1Cl. Reaction SMILES: [CH3:19][CH2:20][OH:21].[Cl:1][c:2]1[c:3]2[c:4]([n:5][cH:6][c:7]1[C:8](=[O:9])[O:10][CH2:11][CH3:12])[nH:13][cH:14][cH:15]2.[ClH:18].[Na+:17].[OH-:16]>>[Cl:1][c:2]1[c:3]2[c:4]([n:5][cH:6][c:7]1[C:8](=[O:9])[OH:10])[nH:13][cH:14][cH:15]2. Procedure: Pt-C (50% water wet, 200 mg) was added to a THF (40 mL) solution of 2-(2 hydroxymethly-5-nitro-phenyl)-ethanol (1.0 g, 5 mmol) and the reaction hydrogenated at 50 psi for 2 hrs. NMR showed complete reaction to form 2-(5-amino-2-hydroxymethyl-phenyl)-ethanol (compound (9) in Scheme 3); RXN SMILES: [OH:1][CH2:2][C:3]1[CH:8]=[CH:7][C:6]([N+:9]([O-])=O)=[CH:5][C:4]=1[CH2:12][CH2:13][OH:14]>[Pt].C1COCC1>[NH2:9][C:6]1[CH:7]=[CH:8][C:3]([CH2:2][OH:1])=[C:4]([CH2:12][CH2:13][OH:14])[CH:5]=1. The reactants are OCC1=C(C=C(C=C1)[N+](=O)[O-])CCO (2-(2 hydroxymethly-5-nitro-phenyl)-ethanol). The product is NC=1C=CC(=C(C1)CCO)CO (2-(5-amino-2-hydroxymethyl-phenyl)-ethanol). The reagents and catalysts are [Pt] (Pt-C). The solvent is C1CCOC1 (THF). The reactants are CC(C)c1c[nH]c2ccc(Br)cc12, CC(C)(C)[Si](C)(C)Cl, C1CCOC1, [H-], [Na+], O. Product: CC(C)c1cn([Si](C)(C)C(C)(C)C)c2ccc(Br)cc12. Reaction SMILES: [Br:3][c:4]1[cH:5][c:6]2[c:7]([CH:13]([CH3:14])[CH3:15])[cH:8][nH:9][c:10]2[cH:11][cH:12]1.[C:16]([CH3:17])([CH3:18])([CH3:19])[Si:20]([CH3:21])([CH3:22])[Cl:23].[CH2:25]1[O:26][CH2:27][CH2:28][CH2:29]1.[H-:1].[Na+:2].[OH2:24]>>[Br:3][c:4]1[cH:5][c:6]2[c:7]([CH:13]([CH3:14])[CH3:15])[cH:8][n:9]([Si:20]([C:16]([CH3:17])([CH3:18])[CH3:19])([CH3:21])[CH3:22])[c:10]2[cH:11][cH:12]1. The reactants are [OH-].[Na+] (sodium hydroxide), [Na][Na] (disodium), N(CCO)CCO (diethanolamine), O=O (oxygen). The reagents and catalysts are [Cu] (Copper). Run in O (water), O (water). Reaction conditions: temperature 90 celsius. The product is N(CC(=O)O)CC(=O)O (iminodiacetic acid). Isolated yield 95.0%. Reaction SMILES: [OH-:1].[Na+].[NH:3]([CH2:7][CH2:8][OH:9])[CH2:4][CH2:5][OH:6].[O:10]=O.[Na][Na]>[Cu].O>[NH:3]([CH2:7][C:8]([OH:10])=[O:9])[CH2:4][C:5]([OH:1])=[O:6] |f:0.1|. Procedure: 183 g. of 97% sodium hydroxide; 300 g. of demineralized water; 163.2 g. of 98% diethanolamine; 64 g. of Copper-Raney with a humidity level of 30%, which really means using 44.8 g. of net-weight catalyst in the test, and finally 40 further g. of demineralized water, to break down all the previous reagents, are all stirred into a stainless steel autoclave reactor (AISI 316) with a 1 liter capacity, and in the above-mentioned order. Then, and while still stirring, the heating process is started unt... Reactants: CCO, CC1N(C)C=C[NH+]1C, O=Cc1ccco1, [I-], [K+], [OH-], O. The product is CN1C=C[NH+](C)C1C=Cc1ccco1, [I-]. Reaction SMILES: [CH3:17][CH2:18][OH:19].[CH3:2][NH+:3]1[CH:4]([CH3:9])[N:5]([CH3:8])[CH:6]=[CH:7]1.[CH:10]([c:11]1[cH:12][cH:13][cH:14][o:15]1)=[O:16].[I-:1].[K+:21].[OH-:20].[OH2:22]>>[CH3:2][NH+:3]1[CH:4]([CH:9]=[CH:10][c:11]2[cH:12][cH:13][cH:14][o:15]2)[N:5]([CH3:8])[CH:6]=[CH:7]1.[I-:1].